From a dataset of the Open Reaction Database (ORD), a public repository of structured organic reaction records. describe an organic reaction: reactants, conditions, products, and yield Reactants: ClCC1=CC2=CC=C(C=C2C=C1)C (2-chloromethyl-6-methylnaphthalene), C([O-])([O-])=O.[Na+].[Na+] (sodium carbonate), N1=C(C=CC=C1)N1CCNCC1 (2-pyridylpiperazine). Solvent: CN(C=O)C (dimethylformamide). Product: CC=1C=C2C=CC(=CC2=CC1)CN1CCN(CC1)C1=NC=CC=C1 (1-(6-methyl-β-naphthylmethyl)-4-(2-pyridyl)piperazine). Reaction SMILES: Cl[CH2:2][C:3]1[CH:12]=[CH:11][C:10]2[C:5](=[CH:6][CH:7]=[C:8]([CH3:13])[CH:9]=2)[CH:4]=1.C(=O)([O-])[O-].[Na+].[Na+].[N:20]1[CH:25]=[CH:24][CH:23]=[CH:22][C:21]=1[N:26]1[CH2:31][CH2:30][NH:29][CH2:28][CH2:27]1>CN(C)C=O>[CH3:13][C:8]1[CH:9]=[C:10]2[C:5](=[CH:6][CH:7]=1)[CH:4]=[C:3]([CH2:2][N:29]1[CH2:30][CH2:31][N:26]([C:21]3[CH:22]=[CH:23][CH:24]=[CH:25][N:20]=3)[CH2:27][CH2:28]1)[CH:12]=[CH:11]2 |f:1.2.3|. Procedure: A mixture of 11.0 g. of 2-chloromethyl-6-methylnaphthalene, 7.0 g. of sodium carbonate and 10.0 g. of 2-pyridylpiperazine in 75 ml. of dimethylformamide is stirred for six hours. The reaction mixture is cooled, filtered and the filtrate is concentrated. The precipitate is then washed with water and crystallized from ethanol to yield 1-(6-methyl-β-naphthylmethyl)-4-(2-pyridyl)piperazine.